From a dataset of the Open Reaction Database (ORD), a public repository of structured organic reaction records. describe an organic reaction: reactants, conditions, products, and yield Starting materials: C(C)(C)C1=NC2=C(N1C=1N=C(C3=C(N1)C=CC(=N3)CC3CN(C3)C(=O)OCCCC)N3CCOCC3)C=CC=C2 (Butyl 3-((2-(2-isopropyl-1H-benzo[d]imidazol-1-yl)-4-morpholinopyrido[3,2-d]pyrimidin-6-yl)methyl)azetidine-1-carboxylate), Cl (HCl). The solvent is O1CCOCC1 (dioxane). Product: N1CC(C1)CC=1C=CC=2N=C(N=C(C2N1)N1CCOCC1)N1C(=NC2=C1C=CC=C2)C(C)C (4-(6-(azetidin-3-ylmethyl)-2-(2-isopropyl-1H-benzo[d]imidazol-1-yl)pyrido[3,2-d]pyrimidin-4-yl)morpholine). As a reaction SMILES: [CH:1]([C:4]1[N:8]([C:9]2[N:10]=[C:11]([N:31]3[CH2:36][CH2:35][O:34][CH2:33][CH2:32]3)[C:12]3[N:18]=[C:17]([CH2:19][CH:20]4[CH2:23][N:22](C(OCCCC)=O)[CH2:21]4)[CH:16]=[CH:15][C:13]=3[N:14]=2)[C:7]2[CH:37]=[CH:38][CH:39]=[CH:40][C:6]=2[N:5]=1)([CH3:3])[CH3:2].Cl>O1CCOCC1>[NH:22]1[CH2:23][CH:20]([CH2:19][C:17]2[CH:16]=[CH:15][C:13]3[N:14]=[C:9]([N:8]4[C:7]5[CH:37]=[CH:38][CH:39]=[CH:40][C:6]=5[N:5]=[C:4]4[CH:1]([CH3:3])[CH3:2])[N:10]=[C:11]([N:31]4[CH2:36][CH2:35][O:34][CH2:33][CH2:32]4)[C:12]=3[N:18]=2)[CH2:21]1. Procedure details: tent-Butyl 3-((2-(2-isopropyl-1H-benzo[d]imidazol-1-yl)-4-morpholinopyrido[3,2-d]pyrimidin-6-yl)methyl)azetidine-1-carboxylate (0.2 g) was deprotected with 4N HCl in dioxane (0.9 mL) at room temperature over 1 hour. The reaction was concentrated to dryness to afford crude 4-(6-(azetidin-3-ylmethyl)-2-(2-isopropyl-1H-benzo[d]imidazol-1-yl)pyrido[3,2-d]pyrimidin-4-yl)morpholine which was reacted with methyl 2-bromo-2-methylpropanoate (3 eq) and potassium carbonate (6 eq) at 75° C. for 3 hours. The... The reactants are C(CCl)Cl (EDC), C(C)(C)(C)OC(C(CC(=O)O)(C)C)=O (4-tert-butoxy-3,3-dimethyl-4-oxobutanoic acid), ClC1=CC=C(C=C1)C1(CC1)NC(\C(=C\[C@]12C([C@H]3CC[C@@H]4[C@]5(CC[C@@H](C([C@@H]5CC[C@]4([C@@]3(CC1)C)C)(C)C)O)C)=C(C(C2)=O)C(C)C)\C)=O ((E)-N-(1-(4-chlorophenyl)cyclopropyl)-3-((3aS,5aR,5bR,7aR,9S,11aR,11bR,13aS)-9-hydroxy-1-isopropyl-5a,5b,8,8,11a-pentamethyl-2-oxo-3,3a,4,5,5a,5b,6,7,7a,8,9,10,11,11a,11b,12,13,13a-octadecahydro-2H-cyclopenta[a]chrysen-3a-yl)-2-methylacrylamide). The reagents and catalysts are CN(C)C=1C=CN=CC1 (DMAP). Run in C(Cl)Cl (DCM). Conditions: temperature 20 celsius, time 2 hour. Yields the product CC(C(=O)OC(C)(C)C)(CC(=O)O[C@@H]1C([C@@H]2CC[C@]3([C@@]4(CC[C@@]5(C([C@H]4CC[C@@H]3[C@]2(CC1)C)=C(C(C5)=O)C(C)C)\C=C(\C(=O)NC5(CC5)C5=CC=C(C=C5)Cl)/C)C)C)(C)C)C (1-tert-butyl 4-((3aS,5aR,5bR,7aR,9S,11aR,11bR,13aS)-3a-((E)-3-((1-(4-chlorophenyl)cyclopropyl)amino)-2-methyl-3-oxoprop-1-en-1-yl)-1-isopropyl-5a,5b,8,8,11a-pentamethyl-2-oxo-3,3a,4,5,5a,5b,6,7,7a,8,9,10,11,11a,11b,12,13,13a-octadecahydro-2H-cyclopenta[a]chrysen-9-yl) 2,2-dimethylsuccinate). Yield: 52.2%. As a reaction SMILES: C(Cl)CCl.[C:5]([O:9][C:10](=[O:18])[C:11]([CH3:17])([CH3:16])[CH2:12][C:13]([OH:15])=[O:14])([CH3:8])([CH3:7])[CH3:6].[Cl:19][C:20]1[CH:25]=[CH:24][C:23]([C:26]2([NH:29][C:30](=[O:65])/[C:31](/[CH3:64])=[CH:32]/[C@:33]34[CH2:59][C:58](=[O:60])[C:57]([CH:61]([CH3:63])[CH3:62])=[C:34]3[C@@H:35]3[C@@:48]([CH3:51])([CH2:49][CH2:50]4)[C@@:47]4([CH3:52])[C@@H:38]([C@:39]5([CH3:56])[C@@H:44]([CH2:45][CH2:46]4)[C:43]([CH3:54])([CH3:53])[C@@H:42](O)[CH2:41][CH2:40]5)[CH2:37][CH2:36]3)[CH2:28][CH2:27]2)=[CH:22][CH:21]=1>CN(C1C=CN=CC=1)C.C(Cl)Cl>[CH3:16][C:11]([CH3:17])([CH2:12][C:13]([O:15][C@H:42]1[CH2:41][CH2:40][C@@:39]2([CH3:56])[C@@H:44]([CH2:45][CH2:46][C@:47]3([CH3:52])[C@@H:38]2[CH2:37][CH2:36][C@H:35]2[C@@:48]3([CH3:51])[CH2:49][CH2:50][C@@:33]3(/[CH:32]=[C:31](\[CH3:64])/[C:30]([NH:29][C:26]4([C:23]5[CH:22]=[CH:21][C:20]([Cl:19])=[CH:25][CH:24]=5)[CH2:27][CH2:28]4)=[O:65])[CH2:59][C:58](=[O:60])[C:57]([CH:61]([CH3:63])[CH3:62])=[C:34]32)[C:43]1([CH3:53])[CH3:54])=[O:14])[C:10]([O:9][C:5]([CH3:8])([CH3:6])[CH3:7])=[O:18]. Procedure: To a solution of DMAP (415 mg, 3.40 mmol), EDC (652 mg, 3.40 mmol) and 4-tert-butoxy-3,3-dimethyl-4-oxobutanoic acid (425 mg, 2.039 mmol) in DCM (10 mL) stirred at 20° C. for 30 min was added (E)-N-(1-(4-chlorophenyl)cyclopropyl)-3-((3aS,5aR,5bR,7aR,9S,11aR,11bR,13aS)-9-hydroxy-1-isopropyl-5a,5b,8,8,11a-pentamethyl-2-oxo-3,3a,4,5,5a,5b,6,7,7a,8,9,10,11,11a,11b,12,13,13a-octadecahydro-2H-cyclopenta[a]chrysen-3a-yl)-2-methylacrylamide (650 mg, 0.680 mmol). The reaction mixture was stirred at 20° C... Reactants: CCCCCC, Cc1ccc(C(O)CC(C)(C)C)cc1. The product is Cc1ccc(C(=O)CC(C)(C)C)cc1. RXN SMILES: [CH3:15][CH2:16][CH2:17][CH2:18][CH2:19][CH3:20].[CH3:1][C:2]([CH2:3][CH:4]([OH:5])[c:6]1[cH:7][cH:8][c:9]([CH3:12])[cH:10][cH:11]1)([CH3:13])[CH3:14]>>[CH3:1][C:2]([CH2:3][C:4](=[O:5])[c:6]1[cH:7][cH:8][c:9]([CH3:12])[cH:10][cH:11]1)([CH3:13])[CH3:14]. Product: COc1ccc(CNS(=O)(=O)c2ccc3snc(Cl)c3c2)cc1. RXN SMILES: [CH2:34]([Cl:35])[Cl:36].[CH3:24][O:25][c:26]1[cH:27][cH:28][c:29]([CH2:30][NH2:31])[cH:32][cH:33]1.[CH:15]([N:16]([CH:17]([CH3:18])[CH3:19])[CH2:20][CH3:21])([CH3:22])[CH3:23].[Cl:1][c:2]1[n:3][s:4][c:5]2[c:6]1[cH:7][c:8]([S:11](=[O:12])(=[O:13])[Cl:14])[cH:9][cH:10]2>>[Cl:1][c:2]1[n:3][s:4][c:5]2[c:6]1[cH:7][c:8]([S:11](=[O:12])(=[O:13])[NH:31][CH2:30][c:29]1[cH:28][cH:27][c:26]([O:25][CH3:24])[cH:33][cH:32]1)[cH:9][cH:10]2. The reactants are ClCCl, COc1ccc(CN)cc1, CCN(C(C)C)C(C)C, O=S(=O)(Cl)c1ccc2snc(Cl)c2c1. Starting materials: CC(=O)OI1(C=2C=CC=CC2C(=O)O1)(OC(=O)C)OC(=O)C (Dess-Martin periodinane), OC(CCC1=CC=C(C=C1)COC1=CC=CC=C1)C=1OC(=CN1)C1=CC=C(C=N1)C(=O)OC (Methyl 6-(2-(1-hydroxy-3-(4-(phenoxymethyl)phenyl)propyl)oxazol-5-yl)pyridine-3-carboxylate), C(=O)(O)[O-].[Na+] (NaHCO3). Run in C(Cl)Cl (CH2Cl2). Conditions: time 2.5 hour. The product is O(C1=CC=CC=C1)CC1=CC=C(C=C1)CCC(=O)C=1OC(=CN1)C1=CC=C(C=N1)C(=O)OC (methyl 6-(2-(3-(4-(phenoxymethyl)phenyl)propanoyl)oxazol-5-yl)pyridine-3-carboxylate). Isolated yield 79.8%. RXN SMILES: [OH:1][CH:2]([C:19]1[O:20][C:21]([C:24]2[N:29]=[CH:28][C:27]([C:30]([O:32][CH3:33])=[O:31])=[CH:26][CH:25]=2)=[CH:22][N:23]=1)[CH2:3][CH2:4][C:5]1[CH:10]=[CH:9][C:8]([CH2:11][O:12][C:13]2[CH:18]=[CH:17][CH:16]=[CH:15][CH:14]=2)=[CH:7][CH:6]=1.CC(OI1(OC(C)=O)(OC(C)=O)OC(=O)C2C=CC=CC1=2)=O.C([O-])(O)=O.[Na+]>C(Cl)Cl>[O:12]([CH2:11][C:8]1[CH:7]=[CH:6][C:5]([CH2:4][CH2:3][C:2]([C:19]2[O:20][C:21]([C:24]3[N:29]=[CH:28][C:27]([C:30]([O:32][CH3:33])=[O:31])=[CH:26][CH:25]=3)=[CH:22][N:23]=2)=[O:1])=[CH:10][CH:9]=1)[C:13]1[CH:18]=[CH:17][CH:16]=[CH:15][CH:14]=1 |f:2.3|. Reported procedure: Methyl 6-(2-(1-hydroxy-3-(4-(phenoxymethyl)phenyl)propyl)oxazol-5-yl)pyridine-3-carboxylate (77 mg, 0.17 mmol) was dissolved in anhydrous CH2Cl2 (6 mL) and Dess-Martin periodinane (110 mg, 0.260 mmol) was added. The reaction solution was stirred at room temperature under an atmosphere of Ar for 2.5 h. The addition of saturated aqueous NaHCO3 quenched the reaction and the organic layer was washed with saturated aqueous Na2S2O3 and saturated aqueous NaCl. The organic layer was dried over Na2SO4 an... Starting materials: ClC=1C=CC2=C(C(N(CC=3N2C=NC3C3=NOC(=N3)CCl)C)=O)C1 (8-chloro-3-(5-chloromethyl-1,2,4-oxadiazol-3-yl)-5-methyl-5,6-dihydro-4H-imidazo[1,5-a][1,4]benzodiazepin-6-one), C(C)NCC (diethylamine). The solvent is CN(C=O)C (N,N-dimethylformamide). Reaction conditions: time 1.5 hour. The product is ClC=1C=CC2=C(C(N(CC=3N2C=NC3C3=NOC(=N3)CN(CC)CC)C)=O)C1 (8-chloro-3-(5-diethylaminomethyl-1,2,4-oxadiazol-3-yl)-5-methyl-5,6-dihydro-4H-imidazo[1,5-a][1,4]benzodiazepin-6-one). The yield is 57.3%. Reaction SMILES: [Cl:1][C:2]1[CH:3]=[CH:4][C:5]2[N:11]3[CH:12]=[N:13][C:14]([C:15]4[N:19]=[C:18]([CH2:20]Cl)[O:17][N:16]=4)=[C:10]3[CH2:9][N:8]([CH3:22])[C:7](=[O:23])[C:6]=2[CH:24]=1.[CH2:25]([NH:27][CH2:28][CH3:29])[CH3:26]>CN(C)C=O>[Cl:1][C:2]1[CH:3]=[CH:4][C:5]2[N:11]3[CH:12]=[N:13][C:14]([C:15]4[N:19]=[C:18]([CH2:20][N:27]([CH2:28][CH3:29])[CH2:25][CH3:26])[O:17][N:16]=4)=[C:10]3[CH2:9][N:8]([CH3:22])[C:7](=[O:23])[C:6]=2[CH:24]=1. Procedure: A solution of 200 mg (0.54 mmol) of 8-chloro-3-(5-chloromethyl-1,2,4-oxadiazol-3-yl)-5-methyl-5,6-dihydro-4H-imidazo[1,5-a][1,4]benzodiazepin-6-one in 4 ml of N,N-dimethylformamide was treated with 0.17 ml (1.65 mmol) of diethylamine and stirred at room temperature under argon for 1.5 hrs. The solution was evaporated and the residue was triturated in 10 ml of water. The crystals were filtered off under suction, the filtrate was extracted once with ethyl acetate and the extract was evaporated. Th... The reactants are C(C)(C)OB(OC(C)C)OC(C)C (triisopropylborate), BrC1=CN=CC2=CC=CC=C12 (4-bromoisoquinoline), resultant solution, C(CCC)[Li] (n-butyl-lithium). Solvent: O1CCCC1 (tetrahydrofuran). Run at time 18 hour. The product is C1=NC=C(C2=CC=CC=C12)B(O)O (isoquinolin-4-ylboronic acid). Isolated yield 34.3%. Reaction SMILES: Br[C:2]1[C:11]2[C:6](=[CH:7][CH:8]=[CH:9][CH:10]=2)[CH:5]=[N:4][CH:3]=1.C([Li])CCC.C([O:20][B:21](OC(C)C)[O:22]C(C)C)(C)C>O1CCCC1>[CH:5]1[C:6]2[C:11](=[CH:10][CH:9]=[CH:8][CH:7]=2)[C:2]([B:21]([OH:22])[OH:20])=[CH:3][N:4]=1. Procedure: A solution of 2.0 gm (9.6 mMol) 4-bromoisoquinoline in 30 mL tetrahydrofuran was cooled to −100° C. To this solution were added dropwise 6.3 mL (10.1 mMol) n-butyl-lithium (1.6 M in hexane) dropwise, and the resultant solution was stirred for 30 minutes. To this solution was then added dropwise a solution of 4.4 mL (19.2 mMol) triisopropylborate and the reaction mixture was then stirred for 18 hours at room temperature. The reaction mixture was then partitioned between ethyl acetate and saturate... Starting materials: C(C)OC1=NC(=NC(=C1NC(=O)C=1OC=CC1)O)C (4-ethoxy-5-(2-furanylcarbonyl)amino-6-hydroxy-2-methylpyrimidine), CN(C1=CC=CC=C1)C (dimethylaniline). The solvent is P(=O)(Cl)(Cl)Cl (phosphorus oxychloride). Product: C(C)OC=1C2=C(N=C(N1)C)OC(=N2)C=2OC=CC2 (7-ethoxy-5-methyl-2-(2-furyl)-oxazolo[5,4-d]pyrimidine). Yield: 77.3%. RXN SMILES: [CH2:1]([O:3][C:4]1[C:9]([NH:10][C:11]([C:13]2[O:14][CH:15]=[CH:16][CH:17]=2)=O)=[C:8]([OH:18])[N:7]=[C:6]([CH3:19])[N:5]=1)[CH3:2].CN(C)C1C=CC=CC=1>P(Cl)(Cl)(Cl)=O>[CH2:1]([O:3][C:4]1[C:9]2[N:10]=[C:11]([C:13]3[O:14][CH:15]=[CH:16][CH:17]=3)[O:18][C:8]=2[N:7]=[C:6]([CH3:19])[N:5]=1)[CH3:2]. Reported procedure: A mixture of 4-ethoxy-5-(2-furanylcarbonyl)amino-6-hydroxy-2-methylpyrimidine (2.07 g, 7.87 mM), phosphorus oxychloride (30 ml) and dimethylaniline (1.5 ml, 11.7 mM) was heated at reflux for one hour. After cooling, the excess phosphorus oxychloride was removed by distillation under reduced pressure. Ethanol was then added, and the mixture partitioned between methylene chloride and water. The organic layer was separated, washed with sodium bicarbonate, water, dilute hydrochloric acid, water, and...